This data is from the Open Reaction Database (ORD), a public repository of structured organic reaction records. The task is: describe an organic reaction: reactants, conditions, products, and yield Reactants: FC=1C=C(CN2C=NC3=C2C=C(C=C3)C3=C2C(=NC=C3)NC(=C2)C2=CCN(CC2)C(=O)OC(C)(C)C)C=CC1 (tert-butyl 4-(4-(1-(3-fluorobenzyl)-1H-benzo[d]imidazol-6-yl)-1H-pyrrolo[2,3-b]pyridin-2-yl)-5,6-dihydropyridine-1(2H)-carboxylate), FC(C(=O)O)(F)F (trifluoroacetic acid). Run in ClCCl (dichloromethane). Reaction conditions: time 3 hour. Yields the product FC=1C=C(CN2C=NC3=C2C=C(C=C3)C3=C2C(=NC=C3)NC(=C2)C=2CCNCC2)C=CC1 (1-(3-fluorobenzyl)-6-[2-(1,2,3,6-tetrahydropyridin-4-yl)-1H-pyrrolo[2,3-b]pyridin-4-yl]-1H-benzimidazole). Reaction SMILES: [F:1][C:2]1[CH:3]=[C:4]([CH:37]=[CH:38][CH:39]=1)[CH2:5][N:6]1[C:10]2[CH:11]=[C:12]([C:15]3[CH:20]=[CH:19][N:18]=[C:17]4[NH:21][C:22]([C:24]5[CH2:29][CH2:28][N:27](C(OC(C)(C)C)=O)[CH2:26][CH:25]=5)=[CH:23][C:16]=34)[CH:13]=[CH:14][C:9]=2[N:8]=[CH:7]1.FC(F)(F)C(O)=O>ClCCl>[F:1][C:2]1[CH:3]=[C:4]([CH:37]=[CH:38][CH:39]=1)[CH2:5][N:6]1[C:10]2[CH:11]=[C:12]([C:15]3[CH:20]=[CH:19][N:18]=[C:17]4[NH:21][C:22]([C:24]5[CH2:29][CH2:28][NH:27][CH2:26][CH:25]=5)=[CH:23][C:16]=34)[CH:13]=[CH:14][C:9]=2[N:8]=[CH:7]1. Reported procedure: A solution of Example 14D (92.0 mg, 0.176 mmol) in dichloromethane (4 mL) was treated with trifluoroacetic acid (0.14 mL, 1.8 mmol) and the mixture was stirred for 3 hours and concentrated. The residue was dissolved in 2 mL of methanol and slowly treated with 3 mL 2M hydrogen chloride in ether. The suspension was stirred for 15 minutes and diluted with ether. The solids were filtered, washed with ether, treated with aqueous sodium bicarbonate, filtered, washed with water and concentrated to give...